From a dataset of the Open Reaction Database (ORD), a public repository of structured organic reaction records. describe an organic reaction: reactants, conditions, products, and yield Reactants: [F-].[Cs+] (CsF), N (ammonia), IC1=CN2CCC3=C(C(C2=N1)OC1CCN(CC1)C)C=CC=C3 (2-iodo-4-(1-methylpiperidin-4-yloxy)-9,10-dihydro-4H-3,10a-diaza-benzo[f]azulene), CC=1C=C(SC1)B1OC(C)(C)C(C)(C)O1 (4-methylthiophene-2-boronic acid pinacol ester), [F-].[Cs+] (CsF), O1CCOCC1 (1,4-dioxane). Reagents/catalysts: C1=CC=C(C=C1)P([C-]2C=CC=C2)C3=CC=CC=C3.C1=CC=C(C=C1)P([C-]2C=CC=C2)C3=CC=CC=C3.Cl[Pd]Cl.[Fe+2] (PdCl2(dppf)2), C1=CC=C(C=C1)P([C-]2C=CC=C2)C3=CC=CC=C3.C1=CC=C(C=C1)P([C-]2C=CC=C2)C3=CC=CC=C3.Cl[Pd]Cl.[Fe+2] (PdCl2(dppf)2). The solvent is O (Water). Reaction conditions: temperature 100 celsius. Product: CN1CCC(CC1)OC1C2=NC(=CN2CCC2=C1C=CC=C2)C=2SC(=CC2)C (4-(1-methylpiperidin-4-yloxy)-2-(5-methylthiophen-2-yl)-9,10-dihydro-4H-3,10a-diaza-benzo[f]azulene). As a reaction SMILES: I[C:2]1[N:11]=[C:10]2[N:4]([CH2:5][CH2:6][C:7]3[CH:23]=[CH:22][CH:21]=[CH:20][C:8]=3[CH:9]2[O:12][CH:13]2[CH2:18][CH2:17][N:16]([CH3:19])[CH2:15][CH2:14]2)[CH:3]=1.C[C:25]1[CH:26]=[C:27](B2OC(C)(C)C(C)(C)O2)[S:28][CH:29]=1.[F-].[Cs+].N.O1CCOC[CH2:43]1>C1C=CC(P(C2C=CC=CC=2)[C-]2C=CC=C2)=CC=1.C1C=CC(P(C2C=CC=CC=2)[C-]2C=CC=C2)=CC=1.Cl[Pd]Cl.[Fe+2].O>[CH3:19][N:16]1[CH2:17][CH2:18][CH:13]([O:12][CH:9]2[C:8]3[CH:20]=[CH:21][CH:22]=[CH:23][C:7]=3[CH2:6][CH2:5][N:4]3[C:10]2=[N:11][C:2]([C:29]2[S:28][C:27]([CH3:43])=[CH:26][CH:25]=2)=[CH:3]3)[CH2:14][CH2:15]1 |f:2.3,6.7.8.9|. Procedure: To a solution of 2-iodo-4-(1-methylpiperidin-4-yloxy)-9,10-dihydro-4H-3,10a-diaza-benzo[f]azulene (example 2A) (50 mg, 0.12 mmoles) in 1,4-dioxane (2.5 mL) in a screw-capped vial under argon are added 4-methylthiophene-2-boronic acid pinacol ester (40 mg, 0.18 mmole), PdCl2(dppf)2 (6.7 mg, 12 μmole), CsF (36 mg, 0.24 mmoles). The reaction mixture is heated at 100° C. overnight. As the reaction is not completed, CsF (18 mg, 0.12 mmole) and PdCl2(dppf)2 (6.7 mg, 12 μmole) are added and the reactio...